This data is from the Open Reaction Database (ORD), a public repository of structured organic reaction records. The task is: describe an organic reaction: reactants, conditions, products, and yield Reactants: [BH4-], CO, COC(=O)C1(CCCCl)Oc2ccccc2OCC1=O, [Na+], O. Yields the product COC(=O)C1(CCCCl)Oc2ccccc2OCC1O. As a reaction SMILES: [BH4-:21].[CH3:24][OH:25].[Cl:1][CH2:2][CH2:3][CH2:4][C:5]1([C:17](=[O:18])[O:19][CH3:20])[C:6](=[O:16])[CH2:7][O:8][c:9]2[c:10]([cH:12][cH:13][cH:14][cH:15]2)[O:11]1.[Na+:22].[OH2:23]>>[Cl:1][CH2:2][CH2:3][CH2:4][C:5]1([C:17](=[O:18])[O:19][CH3:20])[CH:6]([OH:16])[CH2:7][O:8][c:9]2[c:10]([cH:12][cH:13][cH:14][cH:15]2)[O:11]1. Reactants: C(C)(=O)O (acetic acid), C(C1=CC=CC=C1)SC=1C=C(C=O)C=CC1C(=O)OC (3-benzylmercapto-4-carbomethoxy benzaldehye), [OH-].[K+] (potassium hydroxide). Run in O (water), CO (methanol), O (water). Yields the product C(C1=CC=CC=C1)SC=1C=C(C=O)C=CC1C(=O)O (3-benzylmercapto-4-carboxy benzaldehyde). Isolated yield 95.6%. RXN SMILES: [CH2:1]([S:8][C:9]1[CH:10]=[C:11]([CH:14]=[CH:15][C:16]=1[C:17]([O:19]C)=[O:18])[CH:12]=[O:13])[C:2]1[CH:7]=[CH:6][CH:5]=[CH:4][CH:3]=1.[OH-].[K+].C(O)(=O)C>CO.O>[CH2:1]([S:8][C:9]1[CH:10]=[C:11]([CH:14]=[CH:15][C:16]=1[C:17]([OH:19])=[O:18])[CH:12]=[O:13])[C:2]1[CH:3]=[CH:4][CH:5]=[CH:6][CH:7]=1 |f:1.2|. Reported procedure: To a boiling solution of 27.5 g of 3-benzylmercapto-4-carbomethoxy benzaldehye in 250 ml of methanol is added a solution of 7 g of potassium hydroxide in 24 ml of water. The reaction mixture is refluxed for 3-4 hours, then water is added to a volume of 1 liter. 10 Ml of acetic acid is added and the thus-obtained slurry is cooled, filtered, washed with water and air-dried to yield 25 g of 3-benzylmercapto-4-carboxy benzaldehyde, a yellow powder, having a melting point of 182°-190° C. Reactants: N1(N=CN=C1)CC12CC3(CC(CC3C1)C2)C(=O)O (1-(1H-1,2,4-triazol-1-ylmethyl)tricyclo[3.3.1.03,7]nonane-3-carboxylic acid), OS(=O)(=O)O (H2SO4), [N-]=[N+]=[N-].[Na+] (NaN3). Run in O (water), C(Cl)(Cl)Cl (CHCl3). Run at time 2 hour. Yields the product N1(N=CN=C1)CC12CC3(CC(CC3C1)C2)N (1-(1H-1,2,4-triazol-1-ylmethyl)tricyclo[3.3.1.03,7]nonan-3-amine). Yield: 70.5%. RXN SMILES: [N:1]1([CH2:6][C:7]23[CH2:15][CH:11]4[CH2:12][CH:13]([CH2:14]2)[C:9](C(O)=O)([CH2:10]4)[CH2:8]3)[CH:5]=[N:4][CH:3]=[N:2]1.OS(O)(=O)=O.[N-:24]=[N+]=[N-].[Na+]>C(Cl)(Cl)Cl.O>[N:1]1([CH2:6][C:7]23[CH2:15][CH:11]4[CH2:12][CH:13]([CH2:14]2)[C:9]([NH2:24])([CH2:10]4)[CH2:8]3)[CH:5]=[N:4][CH:3]=[N:2]1 |f:2.3|. Procedure details: To a stirred suspension of 1-(1H-1,2,4-triazol-1-ylmethyl)tricyclo[3.3.1.03,7]nonane-3-carboxylic acid (0.13 g, 0.52 mmol) obtained in step III, in CHCl3 (2.6 mL) was added conc. H2SO4 (0.25 mL, 5.2 mmol). To this homogenous solution NaN3 (0.1 g, 1.56 mmol) was added in portions over a period of 30 minutes, while keeping the temperature of the reaction below 40° C. After stirring the reaction mixture for 2 h at r.t., the reaction mixture was cooled to ice bath temperature, diluted with water and... Reactants: [OH-].[Na+] (sodium hydroxide), O (water), BrC=1C=C(N(C1C(C1=CC=C(C=C1)Cl)=O)C)CC#N (4bromo-5-(p-chlorobenzoyl)-1-methylpyrrole-2-acetnitrile), Cl (hydrochloric acid). Run in C(C)O (ethanol). Product: BrC=1C=C(N(C1C(C1=CC=C(C=C1)Cl)=O)C)CC(=O)O (4-bromo-5-(p-chlorobenzoyl)-1-methylpyrrole-2-acetic acid). Reaction SMILES: [OH-:1].[Na+].[Br:3][C:4]1[CH:5]=[C:6]([CH2:19][C:20]#N)[N:7]([CH3:18])[C:8]=1[C:9](=[O:17])[C:10]1[CH:15]=[CH:14][C:13]([Cl:16])=[CH:12][CH:11]=1.Cl.[OH2:23]>C(O)C>[Br:3][C:4]1[CH:5]=[C:6]([CH2:19][C:20]([OH:23])=[O:1])[N:7]([CH3:18])[C:8]=1[C:9](=[O:17])[C:10]1[CH:15]=[CH:14][C:13]([Cl:16])=[CH:12][CH:11]=1 |f:0.1|. Procedure: A solution of 0.05 g (1.1 m mole) of sodium hydroxide in 2 ml of water and 2 ml of ethanol is combined with 0.19 g (0.56 m mole) of 4bromo-5-(p-chlorobenzoyl)-1-methylpyrrole-2-acetnitrile, and the whole is stirred and refluxed for 4 hours. The resulting mixture is poured into 30 ml of cold 3N hydrochloric acid; the precipitate which forms is filtered off and washed well with water. Recrystallization of this precipitate from acetonitrile yields 4-bromo-5-(p-chlorobenzoyl)-1-methylpyrrole-2-aceti... Starting materials: BrC=1C=C2C(=CNC2=C(C1)I)C(C)C (5-bromo-7-iodo-3-(1-methylethyl)-1H-indole), CN(C)C=O (DMF). The reagents and catalysts are [C-]#N.[Zn+2].[C-]#N (zinc cyanide), C=1C=CC(=CC1)[P](C=2C=CC=CC2)(C=3C=CC=CC3)[Pd]([P](C=4C=CC=CC4)(C=5C=CC=CC5)C=6C=CC=CC6)([P](C=7C=CC=CC7)(C=8C=CC=CC8)C=9C=CC=CC9)[P](C=1C=CC=CC1)(C=1C=CC=CC1)C=1C=CC=CC1 (tetrakis(triphenylphosphine)palladium). Conditions: temperature 90 celsius. Product: BrC=1C=C2C(=CNC2=C(C1)C#N)C(C)C (5-bromo-3-(1-methylethyl)-1H-indole-7-carbonitrile). Isolated yield 76.0%. As a reaction SMILES: [Br:1][C:2]1[CH:3]=[C:4]2[C:8](=[C:9](I)[CH:10]=1)[NH:7][CH:6]=[C:5]2[CH:12]([CH3:14])[CH3:13].[CH3:15][N:16](C=O)C>[C-]#N.[Zn+2].[C-]#N.C1C=CC([P]([Pd]([P](C2C=CC=CC=2)(C2C=CC=CC=2)C2C=CC=CC=2)([P](C2C=CC=CC=2)(C2C=CC=CC=2)C2C=CC=CC=2)[P](C2C=CC=CC=2)(C2C=CC=CC=2)C2C=CC=CC=2)(C2C=CC=CC=2)C2C=CC=CC=2)=CC=1>[Br:1][C:2]1[CH:3]=[C:4]2[C:8](=[C:9]([C:15]#[N:16])[CH:10]=1)[NH:7][CH:6]=[C:5]2[CH:12]([CH3:14])[CH3:13] |f:2.3.4,^1:28,30,49,68|. Procedure details: To a stirred solution of 5-bromo-7-iodo-3-(1-methylethyl)-1H-indole (3.05 g, 8.38 mmol) in DMF (50 mL) was added zinc cyanide (0.52 g, 4.43 mmol) and tetrakis(triphenylphosphine)palladium (0.8 g, 0.692 mmol). The reaction was purged with N2, stirred and heated at 90° C. LCMS indicated that the reaction was complete. The reaction was evaporated to dryness under vacuum. Purification by silica gel chromatography (Analogix, SF25-60 g, 0 to 10% EtOAc in hexanes) and trituration with hexanes, filterin... Reactants: C(C)(=O)C1=C(N)C=CC=C1 (2-acetylaniline), C(C)(=O)OC(C)=O (acetic anhydride), C([O-])([O-])=O.[Na+].[Na+] (sodium carbonate). Run at time 8 hour. Yields the product C(C)(=O)C1=C(C=CC=C1)NC(C)=O (N-(2-acetylphenyl)acetamide). As a reaction SMILES: [C:1]([C:4]1[CH:10]=[CH:9][CH:8]=[CH:7][C:5]=1[NH2:6])(=[O:3])[CH3:2].C(=O)([O-])[O-].[Na+].[Na+].[C:17](OC(=O)C)(=[O:19])[CH3:18]>>[C:1]([C:4]1[CH:10]=[CH:9][CH:8]=[CH:7][C:5]=1[NH:6][C:17](=[O:19])[CH3:18])(=[O:3])[CH3:2] |f:1.2.3|. Reported procedure: A mixture of 2-acetylaniline (1 ml; 8.3 mmol) and acetic anhydride (10 ml) was stirred overnight at ambient temperature. Saturated aqueous sodium carbonate was added till basic reaction and the resulting mixture was extracted with ethyl acetate. The organic phase was dried over sodium sulphate and evaporated under reduced pressure to leave N-(2-acetylphenyl)acetamide quantitatively. This product was dissolved in ethanol (40 ml) and hydroxylamine, hydrochloride (0.94 g; 13.6 mmol) was added. The ... Product: CNC(OC1=C(C=CC=C1)CCCC)=O (butylphenyl N-methylcarbamate). Reactants: C(CCC)C1=C(C=CC=C1)O (butylphenol), CNC(OCC)=O (ethyl N-methylcarbamate), P(Br)(Br)Br (phosphorus tribromide). Reaction conditions: temperature 140 celsius. Reaction SMILES: [CH2:1]([C:5]1[CH:10]=[CH:9][CH:8]=[CH:7][C:6]=1[OH:11])[CH2:2][CH2:3][CH3:4].[CH3:12][NH:13][C:14](=O)[O:15]CC.P(Br)(Br)Br>>[CH3:12][NH:13][C:14](=[O:15])[O:11][C:6]1[CH:7]=[CH:8][CH:9]=[CH:10][C:5]=1[CH2:1][CH2:2][CH2:3][CH3:4]. Procedure details: To a solution of 2-sec butylphenol (1.5 g, 0.01 mole) and ethyl N-methylcarbamate (1.03 g, 0.01 mole) was added phosphorus tribromide (2.7 g, 0.01 mole) and the contents were heated at 140° C. for 15 hours. The reaction mixture was worked up as described earlier to give 2-sec butylphenyl N-methylcarbamate, identified by spectral data.